This data is from the Open Reaction Database (ORD), a public repository of structured organic reaction records. The task is: describe an organic reaction: reactants, conditions, products, and yield Reactants: NC=1C=2N(C=C(C1)C)C(=C(N2)C)C(=O)OCC (8-amino-3-carboethoxy-2,6-dimethylimidazo[1,2-a]pyridine), C(C)C1=C(C=O)C(=CC=C1)CC (2,6-diethylbenzaldehyde), [OH-].[Na+] (sodium hydroxide), C(#N)[BH3-].[Na+] (sodium cyanoborohydride). Procedure: A stirred mixture of 8-amino-3-carboethoxy-2,6-dimethylimidazo[1,2-a]pyridine (2.02 g, 8.6 mmol), zinc(II)chloride (1.48 g, 10.8 mmol) and 2,6-diethylbenzaldehyde (2.17 g, 13.4 mmol) in 50 ml methanol was treated with sodium cyanoborohydride (0.65 g, 10.3 mmol) and was refluxed overnight. The mixture was allowed to cool and then poured over 80 ml 1M sodium hydroxide. The precipitate formed was filtrated and washed with water and then purified by column chromatography on silica gel with dichlorom... RXN SMILES: [NH2:1][C:2]1[C:3]2[N:4]([C:9]([C:13]([O:15][CH2:16][CH3:17])=[O:14])=[C:10]([CH3:12])[N:11]=2)[CH:5]=[C:6]([CH3:8])[CH:7]=1.[CH2:18]([C:20]1[CH:27]=[CH:26][CH:25]=[C:24]([CH2:28][CH3:29])[C:21]=1[CH:22]=O)[CH3:19].C([BH3-])#N.[Na+].[OH-].[Na+]>CO.[Cl-].[Zn+2].[Cl-]>[C:13]([C:9]1[N:4]2[CH:5]=[C:6]([CH3:8])[CH:7]=[C:2]([NH:1][CH2:22][C:21]3[C:20]([CH2:18][CH3:19])=[CH:27][CH:26]=[CH:25][C:24]=3[CH2:28][CH3:29])[C:3]2=[N:11][C:10]=1[CH3:12])([O:15][CH2:16][CH3:17])=[O:14] |f:2.3,4.5,7.8.9|. Reagents/catalysts: [Cl-].[Zn+2].[Cl-] (zinc(II)chloride). The solvent is CO (methanol). Yields the product C(=O)(OCC)C1=C(N=C2N1C=C(C=C2NCC2=C(C=CC=C2CC)CC)C)C (3-carboethoxy-2,6-dimethyl-8-(2,6-diethylbenzylamino) imidazo[1,2-a]pyridine). Reactants: COC1=C(CSC2=C(C=CC=C2)B(O)O)C(=CC(=C1)OC)OC (2-(2,4,6-trimethoxybenzylthio)phenylboronic acid), IC=1C=C(C=CC1)O (3-iodophenol), C(=O)([O-])[O-].[Na+].[Na+] (Na2CO3). As a reaction SMILES: [CH3:1][O:2][C:3]1[CH:19]=[C:18]([O:20][CH3:21])[CH:17]=[C:16]([O:22][CH3:23])[C:4]=1[CH2:5][S:6][C:7]1[CH:12]=[CH:11][CH:10]=[CH:9][C:8]=1B(O)O.I[C:25]1[CH:26]=[C:27]([OH:31])[CH:28]=[CH:29][CH:30]=1.C([O-])([O-])=O.[Na+].[Na+]>[Pd].C1(C)C=CC=CC=1>[CH3:1][O:2][C:3]1[CH:19]=[C:18]([O:20][CH3:21])[CH:17]=[C:16]([O:22][CH3:23])[C:4]=1[CH2:5][S:6][C:7]1[CH:12]=[CH:11][CH:10]=[CH:9][C:8]=1[C:25]1[CH:30]=[CH:29][CH:28]=[C:27]([OH:31])[CH:26]=1 |f:2.3.4|. Run in C1(=CC=CC=C1)C (toluene). Yields the product COC1=C(CSC2=C(C=CC=C2)C2=CC(=CC=C2)O)C(=CC(=C1)OC)OC (2′-(2,4,6-trimethoxybenzylthio)biphenyl-3-ol). Reagents/catalysts: [Pd] (Pd). Procedure: To a mixture of 1.05 g 2-(2,4,6-trimethoxybenzylthio)phenylboronic acid (3.14 mmol), 1.07 g 3-iodophenol (4.9 mmol) and 0.195 g Pd catalyst was added 40 ml toluene followed by 15 ml 2M Na2CO3. The mixture was refluxed under nitrogen overnight. The mixture was extracted with ethyl acetate. The organic was washed with water, brine, dried over magnesium sulfate, and concentrated. The residue was purified by silica flash chromatography (hexane:ethyl acetate 80:20) to afford 0.948 g product (2.48 mmo... Yield: 79.0%. Starting materials: BrCc1ccccc1, COC(=O)c1ccc(C)nc1, CCOC(C)=O. Product: [Br-], COC(=O)c1ccc(C)[n+](Cc2ccccc2)c1. As a reaction SMILES: [Br:12][CH2:13][c:14]1[cH:15][cH:16][cH:17][cH:18][cH:19]1.[CH3:1][O:2][C:3]([c:4]1[cH:5][n:6][c:7]([CH3:10])[cH:8][cH:9]1)=[O:11].[CH3:20][CH2:21][O:22][C:23](=[O:24])[CH3:25]>>[Br-:12].[CH3:1][O:2][C:3]([c:4]1[cH:5][n+:6]([CH2:13][c:14]2[cH:15][cH:16][cH:17][cH:18][cH:19]2)[c:7]([CH3:10])[cH:8][cH:9]1)=[O:11]. Starting materials: C[SiH](C)OC(CBr)C(C)(C)C, COc1cc2[nH]cc(-c3cc4cccnc4n3S(=O)(=O)c3ccc(C)cc3)c2cc1OC, CN(C)C=O, CCOC(C)=O, [H-], [Na+], O. The product is COc1cc2c(-c3cc4cccnc4n3S(=O)(=O)c3ccc(C)cc3)cn(CC(O[SiH](C)C)C(C)(C)C)c2cc1OC. RXN SMILES: [C:35]([CH3:36])([CH3:37])([CH3:38])[CH:39]([CH2:40][Br:41])[O:42][SiH:43]([CH3:44])[CH3:45].[CH3:3][O:4][c:5]1[cH:6][c:7]2[c:8](-[c:16]3[cH:17][c:18]4[c:19]([n:20][cH:21][cH:22][cH:23]4)[n:24]3[S:25](=[O:26])(=[O:27])[c:28]3[cH:29][cH:30][c:31]([CH3:34])[cH:32][cH:33]3)[cH:9][nH:10][c:11]2[cH:12][c:13]1[O:14][CH3:15].[CH3:47][N:48]([CH3:49])[CH:50]=[O:51].[CH3:52][CH2:53][O:54][C:55](=[O:56])[CH3:57].[H-:1].[Na+:2].[OH2:46]>>[CH3:3][O:4][c:5]1[cH:6][c:7]2[c:8](-[c:16]3[cH:17][c:18]4[c:19]([n:20][cH:21][cH:22][cH:23]4)[n:24]3[S:25](=[O:26])(=[O:27])[c:28]3[cH:29][cH:30][c:31]([CH3:34])[cH:32][cH:33]3)[cH:9][n:10]([CH2:40][CH:39]([C:35]([CH3:36])([CH3:37])[CH3:38])[O:42][SiH:43]([CH3:44])[CH3:45])[c:11]2[cH:12][c:13]1[O:14][CH3:15].